This data is from the Open Reaction Database (ORD), a public repository of structured organic reaction records. The task is: describe an organic reaction: reactants, conditions, products, and yield Reactants: [Br-], C[Mg+], Cc1ccccc1, Clc1ncnc2[nH]ccc12. The product is Cc1ncnc2[nH]ccc12. RXN SMILES: [Br-:11].[CH3:12][Mg+:13].[CH3:14][c:15]1[cH:16][cH:17][cH:18][cH:19][cH:20]1.[Cl:1][c:2]1[c:3]2[c:4]([n:5][cH:6][n:7]1)[nH:8][cH:9][cH:10]2>>[c:2]1([CH3:12])[c:3]2[c:4]([n:5][cH:6][n:7]1)[nH:8][cH:9][cH:10]2.